Dataset: the Open Reaction Database (ORD), a public repository of structured organic reaction records. Task: describe an organic reaction: reactants, conditions, products, and yield Starting materials: C(\C=C\CCCCCCC)(=O)O ((E)-2-decenoic acid), OC1CCNCC1 (4-hydroxypiperidine). Product: C(\C=C\CCCCCCC)(=O)N1CCC(CC1)O (1-((E)-2-Decenoyl)-4-hydroxypiperidine). RXN SMILES: [C:1]([OH:12])(=O)/[CH:2]=[CH:3]/[CH2:4][CH2:5][CH2:6][CH2:7][CH2:8][CH2:9][CH3:10].[OH:13][CH:14]1[CH2:19][CH2:18][NH:17][CH2:16][CH2:15]1>>[C:1]([N:17]1[CH2:18][CH2:19][CH:14]([OH:13])[CH2:15][CH2:16]1)(=[O:12])/[CH:2]=[CH:3]/[CH2:4][CH2:5][CH2:6][CH2:7][CH2:8][CH2:9][CH3:10]. Reported procedure: The same procedures as in Example 2 were carried out using (E)-2-decenoic acid and 4-hydroxypiperidine as starting raw materials, to produce an intended compound.